From a dataset of the Open Reaction Database (ORD), a public repository of structured organic reaction records. describe an organic reaction: reactants, conditions, products, and yield Starting materials: NC=1SC=C(N1)C1=CC=CC=C1 (2-amino-4-phenylthiazole), ClC1=C(C(=CC(=C1)Cl)C)S(=O)(=O)Cl (2,4-dichloro-6-methylbenzenesulfonyl chloride). Yields the product ClC1=C(C(=CC(=C1)Cl)C)S(=O)(=O)NC=1SC=C(N1)C1=CC=CC=C1 (2,4-Dichloro-6-methyl-N-(4-phenyl-1,3-thiazol-2-yl)benzenesulfonamide), solid. Reaction SMILES: [NH2:1][C:2]1[S:3][CH:4]=[C:5]([C:7]2[CH:12]=[CH:11][CH:10]=[CH:9][CH:8]=2)[N:6]=1.[Cl:13][C:14]1[CH:19]=[C:18]([Cl:20])[CH:17]=[C:16]([CH3:21])[C:15]=1[S:22](Cl)(=[O:24])=[O:23]>>[Cl:13][C:14]1[CH:19]=[C:18]([Cl:20])[CH:17]=[C:16]([CH3:21])[C:15]=1[S:22]([NH:1][C:2]1[S:3][CH:4]=[C:5]([C:7]2[CH:12]=[CH:11][CH:10]=[CH:9][CH:8]=2)[N:6]=1)(=[O:24])=[O:23]. Procedure: The title compound was prepared from 2-amino-4-phenylthiazole and 2,4-dichloro-6-methylbenzenesulfonyl chloride as described in the synthetic METHOD B to give a white solid (49.2 mg) with purity >90%. MS (pos) m/z 399.1,401.1. Reactants: C(C)(C)(C)OC([C@@H](CCCN1C(C2=CC=CC=C2C1=O)=O)NS(=O)(=O)C1=CC=C(C=C1)C1=CC=C(C=C1)Cl)=O ((2R)-(4′-chlorobiphenyl-4-sulfonylamino)-5-(1,3-dioxo-1,3-dihydroisoindol-2-yl)pentanoic acid t-butyl ester), C(=O)(C(F)(F)F)O (TFA). Yields the product ClC1=CC=C(C=C1)C1=CC=C(C=C1)S(=O)(=O)N[C@@H](C(=O)O)CCCN1C(C2=CC=CC=C2C1=O)=O ((2R)-(4′-chlorobiphenyl-4-sulfonylamino)-5-(1,3-dioxo-1,3-dihydroisoindol-2-yl)pentanoic acid). Isolated yield 96.6%. Reaction SMILES: C([O:5][C:6](=[O:39])[C@H:7]([NH:22][S:23]([C:26]1[CH:31]=[CH:30][C:29]([C:32]2[CH:37]=[CH:36][C:35]([Cl:38])=[CH:34][CH:33]=2)=[CH:28][CH:27]=1)(=[O:25])=[O:24])[CH2:8][CH2:9][CH2:10][N:11]1[C:19](=[O:20])[C:18]2[C:13](=[CH:14][CH:15]=[CH:16][CH:17]=2)[C:12]1=[O:21])(C)(C)C.C(O)(C(F)(F)F)=O>>[Cl:38][C:35]1[CH:36]=[CH:37][C:32]([C:29]2[CH:28]=[CH:27][C:26]([S:23]([NH:22][C@H:7]([CH2:8][CH2:9][CH2:10][N:11]3[C:19](=[O:20])[C:18]4[C:13](=[CH:14][CH:15]=[CH:16][CH:17]=4)[C:12]3=[O:21])[C:6]([OH:39])=[O:5])(=[O:25])=[O:24])=[CH:31][CH:30]=2)=[CH:33][CH:34]=1. Procedure details: A solution of the title I compound, (2R)-(4′-chlorobiphenyl-4-sulfonylamino)-5-(1,3-dioxo-1,3-dihydroisoindol-2-yl)pentanoic acid t-butyl ester (0.96 g, 1.69 mmol) in TFA (10 mL, 130 mmol) is stirred at RT for 2.5 h. The solution is concentrated under reduced pressure to give a white solid which is triturated from 20 mL of diethyl ether, collected by filtration and dried to give 837 mg (97%) of (2R)-(4′-chlorobiphenyl-4-sulfonylamino)-5-(1,3-dioxo-1,3-dihydroisoindol-2-yl)pentanoic acid as a whi... The reactants are N(=[N+]=[N-])CC(=O)O (azidoacetic acid), C(#N)C(=O)OCC (ethyl cyanoformate). Reaction conditions: temperature 110 celsius. Product: C(C)OC(=O)C1=NN=NN1CC(=O)O (5-(Ethoxycarbonyl)-1H-Tetrazole-1-acetic acid). RXN SMILES: [N:1]([CH2:4][C:5]([OH:7])=[O:6])=[N+:2]=[N-:3].[C:8]([C:10]([O:12][CH2:13][CH3:14])=[O:11])#[N:9]>>[CH2:13]([O:12][C:10]([C:8]1[N:1]([CH2:4][C:5]([OH:7])=[O:6])[N:2]=[N:3][N:9]=1)=[O:11])[CH3:14]. Procedure: A mixture of azidoacetic acid (5.0 grams, 50 mmol.) and ethyl cyanoformate (15.0 grams, 150 millimoles,) was heated at 110°C. for 8.5 hours. The reaction mixture was cooled; crystalline product separated which was filtered and washed with toluene. The filtrate was concentrated under vacuum, and the remaining oil was cooled and seeded with a crystal of the product to give a second crop. The yield of the title product was 5.1 grams (51 percent, assuming pure starting materials), m.p. (both crops) ... Reactants: COc1ccccc1N1CCN(CC2CCc3ccccc3C2=O)CC1, [Na+], [OH-], O. Yields the product COc1ccccc1N1CCN(CC2CCc3ccccc3C2O)CC1. RXN SMILES: [CH3:1][O:2][c:3]1[c:4]([N:9]2[CH2:10][CH2:11][N:12]([CH2:15][CH:16]3[C:17](=[O:26])[c:18]4[cH:19][cH:20][cH:21][cH:22][c:23]4[CH2:24][CH2:25]3)[CH2:13][CH2:14]2)[cH:5][cH:6][cH:7][cH:8]1.[Na+:28].[OH-:27].[OH2:29]>>[CH3:1][O:2][c:3]1[c:4]([N:9]2[CH2:10][CH2:11][N:12]([CH2:15][CH:16]3[CH:17]([OH:26])[c:18]4[cH:19][cH:20][cH:21][cH:22][c:23]4[CH2:24][CH2:25]3)[CH2:13][CH2:14]2)[cH:5][cH:6][cH:7][cH:8]1. Reactants: CS(=O)(=O)O.ClC1=C(C=CC(=C1)Cl)C1(OC1)CN1N=CN=C1 (2-(2,4-Dichlorophenyl)-2-(1H-1,2,4-triazol-1-ylmethyl)oxirane, methanesulphonate salt), SC=1SC=CN1 (2-mercaptothiazole). Run in C(C)(=O)O (acetic acid). Yields the product ClC1=C(C=CC(=C1)Cl)C(CN1N=CN=C1)(CSC=1SC=CN1)O (1-[2-(2,4-Dichlorophenyl)-2-hydroxy-3-(thiazol-2-ylthio)propyl]-1,2,4-triazole). RXN SMILES: CS(O)(=O)=O.[Cl:6][C:7]1[CH:12]=[C:11]([Cl:13])[CH:10]=[CH:9][C:8]=1[C:14]1([CH2:17][N:18]2[CH:22]=[N:21][CH:20]=[N:19]2)[CH2:16][O:15]1.[SH:23][C:24]1[S:25][CH:26]=[CH:27][N:28]=1>C(O)(=O)C>[Cl:6][C:7]1[CH:12]=[C:11]([Cl:13])[CH:10]=[CH:9][C:8]=1[C:14]([OH:15])([CH2:16][S:23][C:24]1[S:25][CH:26]=[CH:27][N:28]=1)[CH2:17][N:18]1[CH:22]=[N:21][CH:20]=[N:19]1 |f:0.1|. Reported procedure: 2-(2,4-Dichlorophenyl)-2-(1H-1,2,4-triazol-1-ylmethyl)oxirane, methanesulphonate salt, (6 g, 0.0164 m) and 2-mercaptothiazole (6 g, 0.05 m) were heated in glacial acetic acid (200 ml) under refluxed for 4 hours. The solvent was then evaporated and the residue was basified with dilute sodium hydroxide solution and extracted with methylene chloride. The extract was washed once with dilute sodium hydroxide solution, dried (MgSO4) and evaporated to give a pale brown glass (5.4 g) which was chromatog...